From a dataset of the Open Reaction Database (ORD), a public repository of structured organic reaction records. describe an organic reaction: reactants, conditions, products, and yield RXN SMILES: [CH3:1][O:2][C:3]1[CH:4]=[C:5]([CH:21]=[CH:22][C:23]=1[O:24][CH3:25])[CH2:6][CH:7]1[C:16]2[C:11](=[CH:12][C:13]([O:19][CH3:20])=[C:14]([O:17][CH3:18])[CH:15]=2)[CH2:10][CH2:9][NH:8]1.Br[CH2:27][C:28](Br)=[O:29].[NH2:31][CH:32]1[C:40]2[C:35](=[C:36]([O:41][CH3:42])[CH:37]=[CH:38][CH:39]=2)[CH2:34][CH2:33]1>>[CH3:1][O:2][C:3]1[CH:4]=[C:5]([CH:21]=[CH:22][C:23]=1[O:24][CH3:25])[CH2:6][CH:7]1[C:16]2[C:11](=[CH:12][C:13]([O:19][CH3:20])=[C:14]([O:17][CH3:18])[CH:15]=2)[CH2:10][CH2:9][N:8]1[CH2:27][C:28]([NH:31][CH:32]1[C:40]2[C:35](=[C:36]([O:41][CH3:42])[CH:37]=[CH:38][CH:39]=2)[CH2:34][CH2:33]1)=[O:29]. Starting materials: COC=1C=C(CC2NCCC3=CC(=C(C=C23)OC)OC)C=CC1OC (1-(3,4-Dimethoxy-benzyl)-6,7-dimethoxy-1,2,3,4-tetrahydroisoquinoline), BrCC(=O)Br (2-bromoacetyl bromide), NC1CCC2=C(C=CC=C12)OC (1-amino-4-methoxy-indane). The product is COC=1C=C(CC2N(CCC3=CC(=C(C=C23)OC)OC)CC(=O)NC2CCC3=C(C=CC=C23)OC)C=CC1OC (2-[1-(3,4-Dimethoxy-benzyl)-6,7-dimethoxy-3,4-dihydro-1H-isoquinolin-2-yl]-N-(4-methoxy-indan-1-yl)-acetamide). Procedure: prepared by reaction of 1-(3,4-Dimethoxy-benzyl)-6,7-dimethoxy-1,2,3,4-tetrahydroisoquinoline and 2-bromoacetyl bromide with 1-amino-4-methoxy-indane Starting materials: N1=CN(C2=NC=CC=C21)C2=CC=C(C(=O)OCC)C=C2 (ethyl 4-(imidazo[4,5-b]pyridin-3-yl)benzoate), Cl.CC1=CC=C(C=C1)C(=O)C1CCNCC1 ((4-methylphenyl)(piperidin-4-yl)methanone hydrochloride). Product: N1=CN(C2=NC=CC=C21)C2=CC=C(C=C2)C(=O)N2CCC(CC2)C(C2=CC=C(C=C2)C)=O ([4-(imidazo[4,5-b]pyridin-3-yl)phenyl][4-(4-methylbenzoyl)piperidin-1-yl]methanone). Isolated yield 63.9%. RXN SMILES: [N:1]1[C:9]2[C:4](=[N:5][CH:6]=[CH:7][CH:8]=2)[N:3]([C:10]2[CH:20]=[CH:19][C:13]([C:14]([O:16]CC)=O)=[CH:12][CH:11]=2)[CH:2]=1.Cl.[CH3:22][C:23]1[CH:28]=[CH:27][C:26]([C:29]([CH:31]2[CH2:36][CH2:35][NH:34][CH2:33][CH2:32]2)=[O:30])=[CH:25][CH:24]=1>>[N:1]1[C:9]2[C:4](=[N:5][CH:6]=[CH:7][CH:8]=2)[N:3]([C:10]2[CH:11]=[CH:12][C:13]([C:14]([N:34]3[CH2:35][CH2:36][CH:31]([C:29](=[O:30])[C:26]4[CH:25]=[CH:24][C:23]([CH3:22])=[CH:28][CH:27]=4)[CH2:32][CH2:33]3)=[O:16])=[CH:19][CH:20]=2)[CH:2]=1 |f:1.2|. Procedure details: Using ethyl 4-(imidazo[4,5-b]pyridin-3-yl)benzoate (300 mg) described in Preparation Example 77 and (4-methylphenyl)(piperidin-4-yl)methanone hydrochloride (269 mg) and by the reaction and treatment in the same manner as in Example 170, the title compound (304.2 mg) was obtained. Starting materials: [Br-], C#C[Mg+], CC(C)(C)c1cc(C=O)ccc1N1CCCC1. The product is C#CC(O)c1ccc(N2CCCC2)c(C(C)(C)C)c1. RXN SMILES: [Br-:18].[C:19](#[CH:20])[Mg+:21].[C:1]([CH3:2])([CH3:3])([CH3:4])[c:5]1[cH:6][c:7]([CH:8]=[O:9])[cH:10][cH:11][c:12]1[N:13]1[CH2:14][CH2:15][CH2:16][CH2:17]1>>[C:1]([CH3:2])([CH3:3])([CH3:4])[c:5]1[cH:6][c:7]([CH:8]([OH:9])[C:19]#[CH:20])[cH:10][cH:11][c:12]1[N:13]1[CH2:14][CH2:15][CH2:16][CH2:17]1. Reactants: Cc1c[nH]c(-c2c(Cl)cc(C(F)(F)F)cc2Cl)n1, O, O=[N+]([O-])O, O=S(=O)(O)O. Yields the product Cc1nc(-c2c(Cl)cc(C(F)(F)F)cc2Cl)[nH]c1[N+](=O)[O-]. RXN SMILES: [Cl:1][c:2]1[c:3](-[c:13]2[nH:14][cH:15][c:16]([CH3:18])[n:17]2)[c:4]([Cl:12])[cH:5][c:6]([C:8]([F:9])([F:10])[F:11])[cH:7]1.[OH2:28].[OH:19][N+:20]([O-:21])=[O:22].[S:23](=[O:24])(=[O:25])([OH:26])[OH:27]>>[Cl:1][c:2]1[c:3](-[c:13]2[nH:14][c:15]([N+:20](=[O:19])[O-:21])[c:16]([CH3:18])[n:17]2)[c:4]([Cl:12])[cH:5][c:6]([C:8]([F:9])([F:10])[F:11])[cH:7]1.